Dataset: the Open Reaction Database (ORD), a public repository of structured organic reaction records. Task: describe an organic reaction: reactants, conditions, products, and yield Yields the product COc1ccc(CSCC(NC(=O)OC(C)(C)C)C(=O)N2CCCC2C(=O)OC(C)(C)C)cc1. Starting materials: CC(C)(C)OC(=O)C1CCCN1, COc1ccc(CSCC(NC(=O)OC(C)(C)C)C(=O)O)cc1, ClCCl, C(=NC1CCCCC1)=NC1CCCCC1, Oc1cccc2[nH]nnc12. Reaction SMILES: [C:1]([CH3:2])([CH3:3])([CH3:4])[O:5][C:6]([CH:7]1[NH:8][CH2:9][CH2:10][CH2:11]1)=[O:12].[C:38]([CH3:39])([CH3:40])([CH3:41])[O:42][C:43](=[O:44])[NH:45][CH:46]([CH2:47][S:48][CH2:49][c:50]1[cH:51][cH:52][c:53]([O:56][CH3:57])[cH:54][cH:55]1)[C:58](=[O:59])[OH:60].[CH2:61]([Cl:62])[Cl:63].[CH:23]1([N:24]=[C:25]=[N:26][CH:27]2[CH2:28][CH2:29][CH2:30][CH2:31][CH2:32]2)[CH2:33][CH2:34][CH2:35][CH2:36][CH2:37]1.[OH:13][c:14]1[c:15]2[n:16][n:17][nH:18][c:19]2[cH:20][cH:21][cH:22]1>>[C:1]([CH3:2])([CH3:3])([CH3:4])[O:5][C:6]([CH:7]1[N:8]([C:58]([CH:46]([NH:45][C:43]([O:42][C:38]([CH3:39])([CH3:40])[CH3:41])=[O:44])[CH2:47][S:48][CH2:49][c:50]2[cH:51][cH:52][c:53]([O:56][CH3:57])[cH:54][cH:55]2)=[O:59])[CH2:9][CH2:10][CH2:11]1)=[O:12].